This data is from the Open Reaction Database (ORD), a public repository of structured organic reaction records. The task is: describe an organic reaction: reactants, conditions, products, and yield Reactants: C(C1=CC=CC=C1)O (benzyl alcohol), [H-].[Na+] (NaH), oil, ClC1=CC=C(C=N1)C1=CC=CC=2N1N=C(N2)NC(=O)C2CC2 (cyclopropanecarboxylic acid [5-(6-chloro-pyridin-3-yl)-[1,2,4]triazolo[1,5-a]pyridin-2-yl]-amide). Solvent: C1CCOC1 (THF). Reaction conditions: temperature 70 celsius, time 3 hour. The product is C(C1=CC=CC=C1)OC1=CC=C(C=N1)C1=CC=CC=2N1N=C(N2)NC(=O)C2CC2 (Cyclopropanecarboxylic acid [5-(6-benzyloxy-pyridin-3-yl)-[1,2,4]triazolo[1,5-a]pyridin-2-yl]-amide). As a reaction SMILES: [CH2:1]([OH:8])[C:2]1[CH:7]=[CH:6][CH:5]=[CH:4][CH:3]=1.[H-].[Na+].Cl[C:12]1[N:17]=[CH:16][C:15]([C:18]2[N:23]3[N:24]=[C:25]([NH:27][C:28]([CH:30]4[CH2:32][CH2:31]4)=[O:29])[N:26]=[C:22]3[CH:21]=[CH:20][CH:19]=2)=[CH:14][CH:13]=1>C1COCC1>[CH2:1]([O:8][C:12]1[N:17]=[CH:16][C:15]([C:18]2[N:23]3[N:24]=[C:25]([NH:27][C:28]([CH:30]4[CH2:31][CH2:32]4)=[O:29])[N:26]=[C:22]3[CH:21]=[CH:20][CH:19]=2)=[CH:14][CH:13]=1)[C:2]1[CH:7]=[CH:6][CH:5]=[CH:4][CH:3]=1 |f:1.2|. Reported procedure: At 0° C. and under N2 atmosphere, benzyl alcohol (2 eq) in a solution of THF was treated with NaH 60% in mineral oil (4 eq) for 30 min. Then cyclopropanecarboxylic acid [5-(6-chloro-pyridin-3-yl)-[1,2,4]triazolo[1,5-a]pyridin-2-yl]-amide prepared by method A was added to the solution and the mixture was stirred at 70° C. for 3 hours. The reaction was completed. The reaction mixture was quenched with water and the compound was extracted with EtOAc. The compound was washed with brine, dried on MgS... The reactants are Cl.FC1=C(C(=O)O)C=C(C(=C1)C1CCN(CC1)C)F (2,5-difluoro-4-(1-methyl-4-piperidinyl)benzoic acid hydrochloride), S(=O)(Cl)Cl (thionyl chloride). The product is Cl.FC1=C(C(=O)Cl)C=C(C(=C1)C1CCN(CC1)C)F (2,5-Difluoro-4-(1-methyl-4-piperidinyl)benzoyl chloride hydrochloride). As a reaction SMILES: [ClH:1].[F:2][C:3]1[CH:11]=[C:10]([CH:12]2[CH2:17][CH2:16][N:15]([CH3:18])[CH2:14][CH2:13]2)[C:9]([F:19])=[CH:8][C:4]=1[C:5](O)=[O:6].S(Cl)([Cl:22])=O>>[ClH:22].[F:2][C:3]1[CH:11]=[C:10]([CH:12]2[CH2:17][CH2:16][N:15]([CH3:18])[CH2:14][CH2:13]2)[C:9]([F:19])=[CH:8][C:4]=1[C:5]([Cl:1])=[O:6] |f:0.1,3.4|. Reported procedure: 2.91 g (10 mmoles) of 2,5-difluoro-4-(1-methyl-4-piperidinyl)benzoic acid hydrochloride was refluxed with thionyl chloride and evaporated to afford the title compound. The reactants are COC1=CC=C(C=C1)[C@@H]1SC2=C(NC([C@@H]1O)=O)C=CC(=C2)Cl ((±)-cis-2-(4-methoxyphenyl)-3-hydroxy-8-chloro-2,3-dihydro-1,5-benzothiazepin-4(5H)-one), Cl.CN(CC)CCCl (2-(N-methyl-N-ethylamino)ethyl chloride hydrochloride), Cl (hydrochloride). Product: Cl.COC1=CC=C(C=C1)[C@@H]1SC2=C(N(C([C@@H]1O)=O)CCN(CC)C)C=CC(=C2)Cl ((±)-cis-2-(4-methoxyphenyl)-3-hydroxy-5-[2-(N-methyl-N-ethylamino)ethyl]-8-chloro-2,3-dihydro-1,5-benzothiazepin-4(5H)-one hydrochloride). Isolated yield 151.7%. As a reaction SMILES: [CH3:1][O:2][C:3]1[CH:8]=[CH:7][C:6]([C@H:9]2[C@@H:15]([OH:16])[C:14](=[O:17])[NH:13][C:12]3[CH:18]=[CH:19][C:20]([Cl:22])=[CH:21][C:11]=3[S:10]2)=[CH:5][CH:4]=1.Cl.[CH3:24][N:25]([CH2:28][CH2:29]Cl)[CH2:26][CH3:27].Cl>>[ClH:22].[CH3:1][O:2][C:3]1[CH:8]=[CH:7][C:6]([C@H:9]2[C@@H:15]([OH:16])[C:14](=[O:17])[N:13]([CH2:27][CH2:26][N:25]([CH3:24])[CH2:28][CH3:29])[C:12]3[CH:18]=[CH:19][C:20]([Cl:22])=[CH:21][C:11]=3[S:10]2)=[CH:5][CH:4]=1 |f:1.2,4.5|. Procedure: 3 g of (±)-cis-2-(4-methoxyphenyl)-3-hydroxy-8-chloro-2,3-dihydro-1,5-benzothiazepin-4(5H)-one and 1.7 g of 2-(N-methyl-N-ethylamino)ethyl chloride hydrochloride are treated in the same manner as described in Example 5. The product is converted to its hydrochloride and recrystallized from a mixture of ethanol and ether. 3.1 g of (±)-cis-2-(4-methoxyphenyl)-3-hydroxy-5-[2-(N-methyl-N-ethylamino)ethyl]-8-chloro-2,3-dihydro-1,5-benzothiazepin-4(5H)-one hydrochloride are thereby obtained as colorles... Reactants: C1(=CC=CC=C1)C=1CCN(CC1)CC1CC(CCC1)=O (3-[(3,6-dihydro-4-phenyl-1(2H)-pyridinyl)methyl]cyclohexanone), C1(=CC=CC=C1)[Mg]Br (phenylmagnesium bromide). The solvent is O1CCCC1 (tetrahydrofuran). Conditions: time 1 hour. Product: C1(=CC=CC=C1)C=1CCN(CC1)CC1CC(=CCC1)C1=CC=CC=C1 ((±) -1,2,3,6-tetrahydro-4-phenyl-1-[(3-phenyl-3-cyclohexen-1-yl)methyl]pyridine). As a reaction SMILES: [C:1]1([C:7]2[CH2:8][CH2:9][N:10]([CH2:13][CH:14]3[CH2:19][CH2:18][CH2:17][C:16](=O)[CH2:15]3)[CH2:11][CH:12]=2)[CH:6]=[CH:5][CH:4]=[CH:3][CH:2]=1.[C:21]1([Mg]Br)[CH:26]=[CH:25][CH:24]=[CH:23][CH:22]=1>O1CCCC1>[C:1]1([C:7]2[CH2:8][CH2:9][N:10]([CH2:13][CH:14]3[CH2:19][CH2:18][CH:17]=[C:16]([C:21]4[CH:26]=[CH:25][CH:24]=[CH:23][CH:22]=4)[CH2:15]3)[CH2:11][CH:12]=2)[CH:6]=[CH:5][CH:4]=[CH:3][CH:2]=1. Procedure: To a solution of 3-[(3,6-dihydro-4-phenyl-1(2H)-pyridinyl)methyl]cyclohexanone (Example A) (5.9 g) in 400 mL of tetrahydrofuran is added a solution of phenylmagnesium bromide (9.13 mL, 3.0M in diethyl ether), dropwise under nitrogen, at 0° C. The mixture is stirred at room temperature for 1 hour, then cooled in an ice bath and quenched with 250 mL of 10% aqueous hydrochloric acid solution. The solvent is evaporated in vacuo and the residue partitioned into chloroform/5% aqueous ammonium hydroxid... Reactants: C(C)(=O)Cl (acetyl chloride), BrC1=CC(=C(C(=O)O)C=C1)Cl (4-Bromo-2-chlorobenzoic acid). The solvent is CO (methanol). Conditions: time 15 minute. The product is BrC1=CC(=C(C(=O)OC)C=C1)Cl (Methyl 4-bromo-2-chlorobenzoate). RXN SMILES: [C:1](Cl)(=O)C.[Br:5][C:6]1[CH:14]=[CH:13][C:9]([C:10]([OH:12])=[O:11])=[C:8]([Cl:15])[CH:7]=1>CO>[Br:5][C:6]1[CH:14]=[CH:13][C:9]([C:10]([O:12][CH3:1])=[O:11])=[C:8]([Cl:15])[CH:7]=1. Procedure: To anhydrous methanol (45 mL) was added acetyl chloride (1.9 mL) over 2 min. The mixture, which became slightly exothermic and evolved gas, was stirred for 15 min. 4-Bromo-2-chlorobenzoic acid (3.0 g) was added in one portion and the mixture was heated at gentle reflux for 16 h. The mixture was allowed to cool to room temperature and the solvent was removed with a rotary evaporator. The residue was partitioned between saturated aqueous sodium bicarbonate and diethyl ether. The organic layer was ... The reactants are COc1ccc(COC(=O)C2CCCC2NC(=O)C(CCCNC(=O)OCc2ccccc2)NC(=O)c2cc(C)nn2C)cc1, ClCCl, O=C(O)C(F)(F)F. Yields the product Cc1cc(C(=O)NC(CCCNC(=O)OCc2ccccc2)C(=O)NC2CCCC2C(=O)O)n(C)n1. Reaction SMILES: [CH2:1]([c:2]1[cH:3][cH:4][cH:5][cH:6][cH:7]1)[O:8][C:9](=[O:10])[NH:11][CH2:12][CH2:13][CH2:14][CH:15]([NH:16][C:17](=[O:18])[c:19]1[cH:20][c:21]([CH3:25])[n:22][n:23]1[CH3:24])[C:26](=[O:27])[NH:28][CH:29]1[CH:30]([C:34](=[O:35])[O:36][CH2:37][c:38]2[cH:39][cH:40][c:41]([O:42][CH3:43])[cH:44][cH:45]2)[CH2:31][CH2:32][CH2:33]1.[CH2:53]([Cl:54])[Cl:55].[OH:46][C:47]([C:48]([F:49])([F:50])[F:51])=[O:52]>>[CH2:1]([c:2]1[cH:3][cH:4][cH:5][cH:6][cH:7]1)[O:8][C:9](=[O:10])[NH:11][CH2:12][CH2:13][CH2:14][CH:15]([NH:16][C:17](=[O:18])[c:19]1[cH:20][c:21]([CH3:25])[n:22][n:23]1[CH3:24])[C:26](=[O:27])[NH:28][CH:29]1[CH:30]([C:34](=[O:35])[OH:36])[CH2:31][CH2:32][CH2:33]1. The reactants are resultant product, COC1=CC=C(C=C1)N1C2=CC=CC=C2C=2C=C(C=CC12)C=C(C#N)C#N (N-(4-methoxyphenyl)-3-(2,2-dicyanoethenyl)carbazole), C(C)(=O)[O-].C(C)(=O)[O-].C(C)(=O)[O-].C(C)(=O)[O-].[Pb+4] (lead tetraacetate), [C-]#N.[Na+] (sodium cyanide). Run in O (water), C(Cl)(Cl)Cl (chloroform), CN(C=O)C (N,N-dimethylformamide), O (water). Run at time 10 minute. Yields the product COC1=CC=C(C=C1)N1C2=CC=CC=C2C=2C=C(C=CC12)C(=C(C#N)C#N)C#N (N-(4-methoxyphenyl)-3-(tricyanoethenyl)carbazole). Yield: 27.9%. RXN SMILES: [CH3:1][O:2][C:3]1[CH:8]=[CH:7][C:6]([N:9]2[C:21]3[CH:20]=[CH:19][C:18]([CH:22]=[C:23]([C:26]#[N:27])[C:24]#[N:25])=[CH:17][C:16]=3[C:15]3[C:10]2=[CH:11][CH:12]=[CH:13][CH:14]=3)=[CH:5][CH:4]=1.[C-:28]#[N:29].[Na+].C([O-])(=O)C.C([O-])(=O)C.C([O-])(=O)C.C([O-])(=O)C.[Pb+4]>CN(C)C=O.O.C(Cl)(Cl)Cl>[CH3:1][O:2][C:3]1[CH:8]=[CH:7][C:6]([N:9]2[C:21]3[CH:20]=[CH:19][C:18]([C:22]([C:28]#[N:29])=[C:23]([C:24]#[N:25])[C:26]#[N:27])=[CH:17][C:16]=3[C:15]3[C:10]2=[CH:11][CH:12]=[CH:13][CH:14]=3)=[CH:5][CH:4]=1 |f:1.2,3.4.5.6.7|. Procedure details: 1.00 g (2.87 mmol) of N-(4-methoxyphenyl)-3-(2,2-dicyanoethenyl)carbazole and 12.5 ml of N,N-dimethylformamide as solvent were placed in a 500 ml four-necked flask with a mechanical stirrer and bulb-shaped cooler. To this was added an aqueous solution prepared from 0.15 g (2.87 mmol) of sodium cyanide and 0.5 ml of water, which was stirred for 10 minutes. Further, 1.74 g (3.93 mmol) of lead tetraacetate was added. The resultant product was subjected to the reaction for 30 minutes. After the reac... The reactants are [Li+].[Cl-] (LiCl), CC12C(CC(CC1)C2(C)C)=O (1,7,7-trimethylbicyclo[2.2.1]heptan-2-one), LaCl3, C1(=CC=CC=C1)[Mg]Br (PhMgBr). Yields the product CC12C(CC(CC1)C2(C)C)(O)C2=CC=CC=C2 (1,7,7-trimethyl-2-phenyl-bicyclo[2.2.1]heptan-2-ol). Reaction SMILES: [C:1]1([Mg]Br)[CH:6]=[CH:5][CH:4]=[CH:3][CH:2]=1.[Li+].[Cl-].[CH3:11][C:12]12[C:18]([CH3:20])([CH3:19])[CH:15]([CH2:16][CH2:17]1)[CH2:14][C:13]2=[O:21]>>[CH3:11][C:12]12[C:18]([CH3:20])([CH3:19])[CH:15]([CH2:16][CH2:17]1)[CH2:14][C:13]2([C:1]1[CH:6]=[CH:5][CH:4]=[CH:3][CH:2]=1)[OH:21] |f:1.2|. Reported procedure: According to Example 2, PhMgBr.LiCl (1.00 M in THF; 1.10 mL; 1.10 mmol; 1.10 equiv) was reacted with 1,7,7-trimethylbicyclo[2.2.1]heptan-2-one (152 mg; 1.00 mmol) in the presence of LaCl3.2LiCl (0.33 M; 3.03 mL, 1.00 mmol, 1.00 equiv). Column chromatographical purification (silica; pentane:Et2O, 9:1) afforded the desired product as white solid, mp=41−42° C. (211 mg, 92%). Reactants: C(C)(C)(C)OC(=O)NC1=CC=C(C(=C1C(=O)OCC1=CC=CC=C1)C)C=C (benzyl 6-[(tert-butoxycarbonyl)amino]-2-methyl-3-vinylbenzoate), [H][H] (hydrogen). The reagents and catalysts are [OH-].[Pd+2].[OH-] (palladium hydroxide). Run in CO (methanol). Product: C(C)(C)(C)OC(=O)NC1=CC=C(C(=C1C(=O)O)C)CC (6-[(tert-butoxycarbonyl)amino]-3-ethyl-2-methylbenzoic acid). As a reaction SMILES: [C:1]([O:5][C:6]([NH:8][C:9]1[C:14]([C:15]([O:17]CC2C=CC=CC=2)=[O:16])=[C:13]([CH3:25])[C:12]([CH:26]=[CH2:27])=[CH:11][CH:10]=1)=[O:7])([CH3:4])([CH3:3])[CH3:2].[H][H]>[OH-].[Pd+2].[OH-].CO>[C:1]([O:5][C:6]([NH:8][C:9]1[C:14]([C:15]([OH:17])=[O:16])=[C:13]([CH3:25])[C:12]([CH2:26][CH3:27])=[CH:11][CH:10]=1)=[O:7])([CH3:4])([CH3:3])[CH3:2] |f:2.3.4|. Procedure details: A mixture of Example 145A (450 mg, 1.2 mmol), palladium hydroxide (540 mg), and methanol (150 mL) was heated to 50° C. in a Paar shaker under 65 psi hydrogen pressure for 72 hours. The mixture was filtered, concentrated, and purified by preparative HPLC on a Waters Symmetry C8 column (25 mm×100 mm, 7 μm particle size) using a gradient of 10% to 100% acetonitrile/0.1% aqueous TFA over 8 minutes (10 minute run time) at a flow rate of 40 mL/min to provide the desired product. MS (ESI(+)) m/e 280 (M...